This data is from the Open Reaction Database (ORD), a public repository of structured organic reaction records. The task is: describe an organic reaction: reactants, conditions, products, and yield Reactants: BrC1=CC=C(CBr)C=C1 (4-Bromobenzyl bromide), Cl (hydrochloric acid), [OH-].[K+] (potassium hydroxide), N1C(C2(C3=CC=CC=C13)C(NC(C2)=O)=O)=O (spiro[pyrrolidine-3,3'-indoline]-2,2',5-trione). Solvent: CS(=O)C (dimethyl sulphoxide), O (water). Reaction conditions: time 4 hour. Yields the product BrC1=CC=C(CN2C(C3(C4=CC=CC=C24)C(NC(C3)=O)=O)=O)C=C1 (1'-(4-bromobenzyl)-spiro[pyrrolidine-3,3'-indoline]-2,2',5-trione). The yield is 8.4%. As a reaction SMILES: [OH-].[K+].[NH:3]1[C:11]2[C:6](=[CH:7][CH:8]=[CH:9][CH:10]=2)[C:5]2([CH2:15][C:14](=[O:16])[NH:13][C:12]2=[O:17])[C:4]1=[O:18].[Br:19][C:20]1[CH:27]=[CH:26][C:23]([CH2:24]Br)=[CH:22][CH:21]=1.Cl>CS(C)=O.O>[Br:19][C:20]1[CH:27]=[CH:26][C:23]([CH2:24][N:3]2[C:11]3[C:6](=[CH:7][CH:8]=[CH:9][CH:10]=3)[C:5]3([CH2:15][C:14](=[O:16])[NH:13][C:12]3=[O:17])[C:4]2=[O:18])=[CH:22][CH:21]=1 |f:0.1|. Procedure: Ethanolic potassium hydroxide (12 ml., 1M) was added to a stirred solution of spiro[pyrrolidine-3,3'-indoline]-2,2',5-trione (1.0 g.) in dimethyl sulphoxide (10 ml.). 4-Bromobenzyl bromide (1.4 g.) was then added to the clear solution which was stirred for 4 hours. This solution was then added to water (100 ml.). The mixture was acidified (concentrated hydrochloric acid). The precipitate was collected, washed with water, air-dried and recrystallised from ethyl acetate/petrol 60-80 to give 1'-(4-... Reactants: O.NN (hydrazine hydrate), CS(=O)(=O)C1=NC=C(C=C1)S(=O)(=O)C (2,5-bis-(methylsulfonyl)pyridine). Run in C(C)O (ethanol). Run at temperature 15 celsius. Yields the product N(N)C1=NC=C(C=C1)S(=O)(=O)C (2-Hydrazino-5-(methylsulfonyl)pyridine). RXN SMILES: O.[NH2:2][NH2:3].CS([C:8]1[CH:13]=[CH:12][C:11]([S:14]([CH3:17])(=[O:16])=[O:15])=[CH:10][N:9]=1)(=O)=O>C(O)C>[NH:2]([C:8]1[CH:13]=[CH:12][C:11]([S:14]([CH3:17])(=[O:16])=[O:15])=[CH:10][N:9]=1)[NH2:3] |f:0.1|. Procedure details: 1.7 ml (1.7 g, 34.0 mmol) hydrazine hydrate are added to 2.0 g (8.5 mmol) 2,5-bis-(methylsulfonyl)pyridine [Woods et al., J. Heterocycl. Chem. 1984, 21, 97-101] in 15 ml ethanol and the mixture is stirred under reflux for 4 h. For working up, the reaction solution is cooled to 15° C., the solid which has precipitated out is filtered off, the residue on the filter is washed with ethanol and diethyl ether and the product is dried in vacuo. Starting materials: CC(=O)Nc1c(C(=O)Nc2nnn[nH]2)oc2ccccc12, CCO. The product is Nc1c(C(=O)Nc2nnn[nH]2)oc2ccccc12. As a reaction SMILES: [C:1](=[O:2])([CH3:3])[NH:4][c:5]1[c:6]([C:14](=[O:15])[NH:16][c:17]2[n:18][n:19][n:20][nH:21]2)[o:7][c:8]2[c:9]1[cH:10][cH:11][cH:12][cH:13]2.[CH3:22][CH2:23][OH:24]>>[NH2:4][c:5]1[c:6]([C:14](=[O:15])[NH:16][c:17]2[n:18][n:19][n:20][nH:21]2)[o:7][c:8]2[c:9]1[cH:10][cH:11][cH:12][cH:13]2. Reactants: O[C@@H](CC(=O)NN)C1=CC=CC=C1 ((S)-3-hydroxy-3-phenylpropionohydrazide), Cl (hydrochloric acid), C(C)(=O)OCC (ethyl acetate), N(=O)[O-].[Na+] (sodium nitrite). Solvent: O (water), CO (methanol), O (water), O (water). Run at temperature 5 celsius, time 1 hour. The product is C1(=CC=CC=C1)[C@@H]1CNC(O1)=O ((R)-5-phenyl-2-oxazolidinone). Isolated yield 83.0%. As a reaction SMILES: [OH:1][C@H:2]([C:8]1[CH:13]=[CH:12][CH:11]=[CH:10][CH:9]=1)[CH2:3]C(NN)=O.Cl.C([O:18][CH2:19]C)(=O)C.[N:21]([O-])=O.[Na+]>O.CO>[C:8]1([C@H:2]2[O:1][C:19](=[O:18])[NH:21][CH2:3]2)[CH:9]=[CH:10][CH:11]=[CH:12][CH:13]=1 |f:3.4|. Reported procedure: In a 1 liter four-necked flask were put 150 g (0.83 mol) of (S)-3-hydroxy-3-phenylpropionohydrazide (optical purity: >99.9%e.e.), 150 g (1.44 mol) of 35% concentrated hydrochloric acid, 220 ml of water, and 100 ml of ethyl acetate. After cooling to 5° C., a solution of 57.5 g (0.83 mol) of sodium nitrite in 80 ml of water was added thereto dropwise at 5° C. over a 1 hour period, followed by stirring at that temperature for 30 minutes. The aqueous layer of the reaction mixture was extracted with ...